The task is: describe an organic reaction: reactants, conditions, products, and yield. This data is from the Open Reaction Database (ORD), a public repository of structured organic reaction records. As a reaction SMILES: [Br:12][c:13]1[cH:14][cH:15][c:16]([CH:19]=[O:20])[cH:17][n:18]1.[C:21]([CH3:22])([CH3:23])([CH3:24])[O:25][C:26](=[O:27])[NH:28][CH:29]([C:30](=[O:31])[O:32][CH3:33])[P:34]([O:35][CH3:36])([O:37][CH3:38])=[O:39].[CH2:40]([Cl:41])[Cl:42].[N:1]12[CH2:2][CH2:3][CH2:4][N:5]=[C:6]1[CH2:7][CH2:8][CH2:9][CH2:10][CH2:11]2>>[Br:12][c:13]1[cH:14][cH:15][c:16]([CH:19]=[C:29]([NH:28][C:26]([O:25][C:21]([CH3:22])([CH3:23])[CH3:24])=[O:27])[C:30](=[O:31])[O:32][CH3:33])[cH:17][n:18]1. Product: COC(=O)C(=Cc1ccc(Br)nc1)NC(=O)OC(C)(C)C. The reactants are O=Cc1ccc(Br)nc1, COC(=O)C(NC(=O)OC(C)(C)C)P(=O)(OC)OC, ClCCl, C1CCC2=NCCCN2CC1. The reactants are C1NC(CC=2C3=CC=CC=C3NC12)C(=O)O ((3RS)-1,2,3,4-tetrahydro-β-carboline-3-carboxylic acid), Cl.N1=C(C=CC=C1)CCl (2-pyridylmethyl chloride hydrochloride), [OH-].[K+] (KOH), C(=S)=S (carbon disulfide). Solvent: C(C)O (ethanol). Product: N1=C(C=CC=C1)CSC(=S)N1CC=2NC3=CC=CC=C3C2CC1C(=O)O ((3RS)-2-[(2-Pyridylmethylthio)thiocarbonyl]-1,2,3,4-tetrahydro-β-carboline-3-carboxylic acid). RXN SMILES: [CH2:1]1[C:13]2[NH:12][C:11]3[C:6](=[CH:7][CH:8]=[CH:9][CH:10]=3)[C:5]=2[CH2:4][CH:3]([C:14]([OH:16])=[O:15])[NH:2]1.[OH-].[K+].[C:19](=[S:21])=[S:20].Cl.[N:23]1[CH:28]=[CH:27][CH:26]=[CH:25][C:24]=1[CH2:29]Cl>C(O)C>[N:23]1[CH:28]=[CH:27][CH:26]=[CH:25][C:24]=1[CH2:29][S:20][C:19]([N:2]1[CH:3]([C:14]([OH:16])=[O:15])[CH2:4][C:5]2[C:6]3[C:11](=[CH:10][CH:9]=[CH:8][CH:7]=3)[NH:12][C:13]=2[CH2:1]1)=[S:21] |f:1.2,4.5|. Reported procedure: In the same manner as descsribed in Example 32, (3RS)-1,2,3,4-tetrahydro-β-carboline-3-carboxylic acid (3.24 g), KOH (1.75 g), carbon disulfide (0.91 ml), 50% ethanol (70 ml) and 2-pyridylmethyl chloride hydrochloride (2.95 g) are reacted and treated to give the title compound (2.07 g) as pale yellow powder. Starting materials: O=C1NCC2=CC(=CC=C12)C(=O)OC (methyl 1-oxo-2,3-dihydro-1H-isoindole-5-carboxylate), [OH-].[Na+] (sodium hydroxide), Cl (hydrochloric acid). Run in CO (methanol). Reaction conditions: time 24 hour. Yields the product O=C1NCC2=CC(=CC=C12)C(=O)O (1-Oxo-2,3-dihydro-1H-isoindole-5-carboxylic acid). The yield is 94.8%. Reaction SMILES: [O:1]=[C:2]1[C:10]2[C:5](=[CH:6][C:7]([C:11]([O:13]C)=[O:12])=[CH:8][CH:9]=2)[CH2:4][NH:3]1.[OH-].[Na+].Cl>CO>[O:1]=[C:2]1[C:10]2[C:5](=[CH:6][C:7]([C:11]([OH:13])=[O:12])=[CH:8][CH:9]=2)[CH2:4][NH:3]1 |f:1.2|. Procedure details: To a methanol (5.0 mL) solution of methyl 1-oxo-2,3-dihydro-1H-isoindole-5-carboxylate (0.33 g), a 1 mol/L aqueous sodium hydroxide solution (4.3 mL) was added, and the resultant was stirred at room temperature for 24 hours. A 1 mol/L aqueous hydrochloric acid solution was added to the reaction solution. The deposited solid was collected by filtration and dried to obtain the title compound (0.29 g) as a white solid. Reaction SMILES: [Br:1][c:2]1[cH:3][n:4][c:5]([S:8][c:9]2[cH:10][cH:11][c:12]([NH:15][C:16](=[O:17])[NH:18][C:19]([c:20]3[c:21]([N+:26](=[O:27])[O-:28])[cH:22][cH:23][cH:24][cH:25]3)=[O:29])[cH:13][cH:14]2)[n:6][cH:7]1.[C:41](=[O:42])([O-:43])[O-:44].[Cl:47][CH2:48][Cl:49].[Na+:45].[Na+:46].[OH2:50].[OH:30][O:31][C:32]([c:33]1[cH:34][c:35]([Cl:36])[cH:37][cH:38][cH:39]1)=[O:40]>>[Br:1][c:2]1[cH:3][n:4][c:5]([S:8]([c:9]2[cH:10][cH:11][c:12]([NH:15][C:16](=[O:17])[NH:18][C:19]([c:20]3[c:21]([N+:26](=[O:27])[O-:28])[cH:22][cH:23][cH:24][cH:25]3)=[O:29])[cH:13][cH:14]2)=[O:30])[n:6][cH:7]1. Starting materials: O=C(NC(=O)c1ccccc1[N+](=O)[O-])Nc1ccc(Sc2ncc(Br)cn2)cc1, O=C([O-])[O-], ClCCl, [Na+], [Na+], O, O=C(OO)c1cccc(Cl)c1. Yields the product O=C(NC(=O)c1ccccc1[N+](=O)[O-])Nc1ccc(S(=O)c2ncc(Br)cn2)cc1. Starting materials: BrC=1C=C2CCC(C2=CC1OCC#C)CCNC(CC)=O (N-[2-(5-bromo-6-(2-propynyl)oxyindan-1-yl)ethyl]propionamide). Run in BrC1=CC=CC=C1 (bromobenzene). Yields the product BrC1=CC2=C(C=3C=CCOC31)C(CC2)CCNC(CC)=O (N-[2-(5-bromo-3,7,8,9-tetrahydrocyclopenta[f][1]benzopyran-9-yl)ethyl]propionamide). Yield: 85.0%. As a reaction SMILES: [Br:1][C:2]1[CH:3]=[C:4]2[C:8](=[CH:9][C:10]=1[O:11][CH2:12][C:13]#[CH:14])[CH:7]([CH2:15][CH2:16][NH:17][C:18](=[O:21])[CH2:19][CH3:20])[CH2:6][CH2:5]2>BrC1C=CC=CC=1>[Br:1][C:2]1[C:10]2[O:11][CH2:12][CH:13]=[CH:14][C:9]=2[C:8]2[CH:7]([CH2:15][CH2:16][NH:17][C:18](=[O:21])[CH2:19][CH3:20])[CH2:6][CH2:5][C:4]=2[CH:3]=1. Procedure details: A solution of N-[2-(5-bromo-6-(2-propynyl)oxyindan-1-yl)ethyl]propionamide (2.9 g, 8.4 mmol.) in bromobenzene (30 mL) was stirred for 18 hours in a sealed tube at 200° C. The reaction mixture was cooled and, then, the solvent was distilled off under reduced pressure. The residue was purified by means of silica gel column chromatography (ethyl acetate) to afford the title compound (yield 2.5 g, 85%). Reactants: Cl (HCl), ClC=1C(=CC(=C(C1)S(=O)(=O)N(C1=NC=C(C=C1)F)CC1=C(C=C(C=C1)OC)OC)F)F (5-Chloro-N-(2,4-dimethoxybenzyl)-2,4-difluoro-N-(5-fluoropyridin-2-yl)benzenesulfonamide), CN1N=CC=C1C=1C=C(C=CC1O)C1=CC=CC=C1 (3-(1-methyl-1H-pyrazol-5-yl)biphenyl-4-ol), C([O-])([O-])=O.[K+].[K+] (potassium carbonate). Run in CS(=O)C (dimethyl sulfoxide). Reaction conditions: time 2 hour. Yields the product ClC=1C(=CC(=C(C1)S(=O)(=O)NC1=NC=C(C=C1)F)F)OC1=C(C=C(C=C1)C1=CC=CC=C1)C1=CC=NN1C (5-Chloro-2-fluoro-N-(5-fluoropyridin-2-yl)-4-{[3-(1-methyl-1H-pyrazol-5-yl)biphenyl-4-yl]oxy}benzenesulfonamide). The yield is 63.3%. Reaction SMILES: [Cl:1][C:2]1[C:3](F)=[CH:4][C:5]([F:30])=[C:6]([S:8]([N:11](CC2C=CC(OC)=CC=2OC)[C:12]2[CH:17]=[CH:16][C:15]([F:18])=[CH:14][N:13]=2)(=[O:10])=[O:9])[CH:7]=1.[CH3:32][N:33]1[C:37]([C:38]2[CH:39]=[C:40]([C:45]3[CH:50]=[CH:49][CH:48]=[CH:47][CH:46]=3)[CH:41]=[CH:42][C:43]=2[OH:44])=[CH:36][CH:35]=[N:34]1.C(=O)([O-])[O-].[K+].[K+].Cl>CS(C)=O>[Cl:1][C:2]1[C:3]([O:44][C:43]2[CH:42]=[CH:41][C:40]([C:45]3[CH:50]=[CH:49][CH:48]=[CH:47][CH:46]=3)=[CH:39][C:38]=2[C:37]2[N:33]([CH3:32])[N:34]=[CH:35][CH:36]=2)=[CH:4][C:5]([F:30])=[C:6]([S:8]([NH:11][C:12]2[CH:17]=[CH:16][C:15]([F:18])=[CH:14][N:13]=2)(=[O:9])=[O:10])[CH:7]=1 |f:2.3.4|. Procedure: 5-Chloro-N-(2,4-dimethoxybenzyl)-2,4-difluoro-N-(5-fluoropyridin-2-yl)benzenesulfonamide (Preparation 105, 23 mg, 0.04 mmol), 3-(1-methyl-1H-pyrazol-5-yl)biphenyl-4-ol (Preparation 107, 9 mg, 0.04 mmol) and potassium carbonate (15 mg, 0.11 mmol) in dimethyl sulfoxide (1 mL) were stirred at room temperature for 2 hours. The mixture was treated with aqueous 2M HCl (3 mL). The resulting mixture was extracted with dichloromethane (3 mL). The dichloromethane layer was dried through a phase separating... Reactants: CC1(C)CN(C2=CCCC2=O)c2cc(C#N)ccc2O1, CON, Cl, c1ccncc1. Product: CON=C1CCC=C1N1CC(C)(C)Oc2ccc(C#N)cc21. RXN SMILES: [C:1](#[N:2])[c:3]1[cH:4][cH:5][c:6]2[c:7]([cH:20]1)[N:8]([C:14]1=[CH:15][CH2:16][CH2:17][C:18]1=[O:19])[CH2:9][C:10]([CH3:12])([CH3:13])[O:11]2.[CH3:22][O:23][NH2:24].[ClH:21].[cH:25]1[cH:26][cH:27][n:28][cH:29][cH:30]1>>[C:1](#[N:2])[c:3]1[cH:4][cH:5][c:6]2[c:7]([cH:20]1)[N:8]([C:14]1=[CH:15][CH2:16][CH2:17][C:18]1=[N:24][O:23][CH3:22])[CH2:9][C:10]([CH3:12])([CH3:13])[O:11]2.